Task: describe an organic reaction: reactants, conditions, products, and yield. Dataset: the Open Reaction Database (ORD), a public repository of structured organic reaction records Reactants: CC=1C=C(C=C)C=CC1 (3-methylstyrene), CC[C@@H]1CN2CC[C@@H]1C[C@@H]2[C@@H](C3=C4C=C(C=CC4=NC=C3)OC)OC5=NN=C(C6=CC=CC=C65)O[C@@H]([C@H]7C[C@@H]8CCN7C[C@@H]8CC)C9=C1C=C(C=CC1=NC=C9)OC (AD-mix-α), O (water), [O-]S(=O)[O-].[Na+].[Na+] (Na2SO3). Solvent: CC(C)(C)O (t-BuOH). Run at temperature 0 celsius, time 3.5 hour. The product is CC=1C=C(C=CC1)[C@@H](CO)O ((S)-1-(3-Methylphenyl)-1,2-ethanediol). As a reaction SMILES: [CH3:1][C:2]1[CH:3]=[C:4]([CH:7]=[CH:8][CH:9]=1)[CH:5]=[CH2:6].CC[C@H]1[C@H]2C[C@H]([C@H](OC3C4C(=CC=CC=4)C(O[C@H](C4C=CN=C5C=4C=C(OC)C=C5)[C@@H]4N5C[C@H](CC)[C@@H](CC5)C4)=NN=3)C3C=CN=C4C=3C=C([O:31]C)C=C4)N(CC2)C1.[O-]S([O-])=O.[Na+].[Na+].[OH2:74]>CC(O)(C)C>[CH3:1][C:2]1[CH:3]=[C:4]([C@H:5]([OH:31])[CH2:6][OH:74])[CH:7]=[CH:8][CH:9]=1 |f:2.3.4|. Reported procedure: A mixture of 3-methylstyrene (1.69 ml, 12.7 mmol), and AD-mix-α (17.78 g, 12.7 mmol) in water (65 ml) and t-BuOH (65 ml) was stirred at 0° C. for 3.5 h. To this reaction mixture was added Na2SO3 (20 g) and the mixture was stirred at rt for 1 h. The reaction mixture was extracted with ethyl acetate. The extract was washed with brine, dried (Na2SO4), and concentrated to give 2.07 g of light brown oil, which was purified by column chromatography (silica gel: 110 g, ethyl acetate/hexane: 3/2) to aff...